The task is: describe an organic reaction: reactants, conditions, products, and yield. This data is from the Open Reaction Database (ORD), a public repository of structured organic reaction records. Reactants: CCOC(C)=O, CO, O=C[O-], O=S(=O)(Nc1cccc(-c2nc(N3CCOCC3)sc2-c2ccnc(Cl)n2)c1Cl)c1c(F)cccc1F, [NH4+], [OH-], [OH-], [Pd+2]. Product: O=S(=O)(Nc1cccc(-c2nc(N3CCOCC3)sc2-c2ccncn2)c1Cl)c1c(F)cccc1F. RXN SMILES: [CH3:42][CH2:43][O:44][C:45]([CH3:46])=[O:47].[CH3:48][OH:49].[CH:38]([O-:39])=[O:40].[Cl:1][c:2]1[c:3]([NH:26][S:27](=[O:28])(=[O:29])[c:30]2[c:31]([F:37])[cH:32][cH:33][cH:34][c:35]2[F:36])[cH:4][cH:5][cH:6][c:7]1-[c:8]1[n:9][c:10]([N:20]2[CH2:21][CH2:22][O:23][CH2:24][CH2:25]2)[s:11][c:12]1-[c:13]1[n:14][c:15]([Cl:19])[n:16][cH:17][cH:18]1.[NH4+:41].[OH-:50].[OH-:52].[Pd+2:51]>>[Cl:1][c:2]1[c:3]([NH:26][S:27](=[O:28])(=[O:29])[c:30]2[c:31]([F:37])[cH:32][cH:33][cH:34][c:35]2[F:36])[cH:4][cH:5][cH:6][c:7]1-[c:8]1[n:9][c:10]([N:20]2[CH2:21][CH2:22][O:23][CH2:24][CH2:25]2)[s:11][c:12]1-[c:13]1[n:14][cH:15][n:16][cH:17][cH:18]1. Reactants: O=C([O-])O, CCOCC, ClCCl, OCC(F)c1ccccc1, [Na+], [Na+], [Na+], O, O=S([O-])([O-])=S. The product is O=CC(F)c1ccccc1. As a reaction SMILES: [C:22](=[O:23])([OH:24])[O-:25].[CH3:27][CH2:28][O:29][CH2:30][CH3:31].[Cl:11][CH2:12][Cl:13].[F:1][CH:2]([CH2:3][OH:4])[c:5]1[cH:6][cH:7][cH:8][cH:9][cH:10]1.[Na+:19].[Na+:20].[Na+:26].[OH2:21].[S:14]([O-:15])([O-:16])(=[O:17])=[S:18]>>[F:1][CH:2]([CH:3]=[O:4])[c:5]1[cH:6][cH:7][cH:8][cH:9][cH:10]1. The reactants are N1N=CC(=C1)C1=CC2=C(C=3N=C(SC3CCO2)C(=O)O)C=C1 (8-(1H-Pyrazol-4-yl)-4,5-dihydro-6-oxa-3-thia-1-aza-benzo[e]azulene-2-carboxylic acid), CN(C1CCNCC1)C (N,N-dimethylpiperdin-4-amine). Yields the product CN(C1CCN(CC1)C(=O)C=1SC=2CCOC3=C(C2N1)C=CC(=C3)C=3C=NNC3)C ((4-Dimethylamino-piperidin-1-yl)-[8-(1H-pyrazol-4-yl)-4,5-dihydro-6-oxa-3-thia-1-aza-benzo[e]azulen-2-yl]-methanone). As a reaction SMILES: [NH:1]1[CH:5]=[C:4]([C:6]2[CH:22]=[CH:21][C:9]3[C:10]4[N:11]=[C:12]([C:18]([OH:20])=O)[S:13][C:14]=4[CH2:15][CH2:16][O:17][C:8]=3[CH:7]=2)[CH:3]=[N:2]1.[CH3:23][N:24]([CH3:31])[CH:25]1[CH2:30][CH2:29][NH:28][CH2:27][CH2:26]1>>[CH3:23][N:24]([CH3:31])[CH:25]1[CH2:30][CH2:29][N:28]([C:18]([C:12]2[S:13][C:14]3[CH2:15][CH2:16][O:17][C:8]4[CH:7]=[C:6]([C:4]5[CH:5]=[N:1][NH:2][CH:3]=5)[CH:22]=[CH:21][C:9]=4[C:10]=3[N:11]=2)=[O:20])[CH2:27][CH2:26]1. Procedure: Following the procedure for 103, 8-(1H-Pyrazol-4-yl)-4,5-dihydro-6-oxa-3-thia-1-aza-benzo[e]azulene-2-carboxylic acid (50.0 mg, 0.2 mmol) was reacted with N,N-dimethylpiperdin-4-amine (1.2 equiv) to give 175 (17.9 mg, M+1 424.1) Reactants: CC(C)(C)[Si](C)(C)OC1CC(C2CC2)N(S(=O)(=O)c2ccc(C(F)(F)F)cc2)C1, CCC1CC(=O)CN1S(=O)(=O)c1ccc(C(F)(F)F)cc1. The product is O=C1CC(C2CC2)N(S(=O)(=O)c2ccc(C(F)(F)F)cc2)C1. Reaction SMILES: [C:1]([Si:2]([CH3:3])([CH3:4])[O:6][CH:7]1[CH2:8][CH:9]([CH:25]2[CH2:26][CH2:27]2)[N:10]([S:12](=[O:13])(=[O:14])[c:15]2[cH:16][cH:17][c:18]([C:21]([F:22])([F:23])[F:24])[cH:19][cH:20]2)[CH2:11]1)([CH3:5])([CH3:28])[CH3:29].[CH2:30]([CH:31]1[N:32]([S:33]([c:34]2[cH:35][cH:36][c:37]([C:38]([F:39])([F:40])[F:41])[cH:42][cH:43]2)(=[O:44])=[O:45])[CH2:46][C:47](=[O:48])[CH2:49]1)[CH3:50]>>[O:6]=[C:7]1[CH2:8][CH:9]([CH:25]2[CH2:26][CH2:27]2)[N:10]([S:12](=[O:13])(=[O:14])[c:15]2[cH:16][cH:17][c:18]([C:21]([F:22])([F:23])[F:24])[cH:19][cH:20]2)[CH2:11]1. Starting materials: P(=O)(Cl)(Cl)Cl (Phosphoryl chloride), NC1[C@@H]2N(C(=C(CS2)CSC=2SC=NN2)C(=O)O)C1=O (7-amino-3-(1,3,4-thiadiazol-2-yl)thiomethyl-3-cephem-4-carboxylic acid), C[Si](C)(C)CC(=O)N (trimethylsilylacetamide), O1CCSC=C1C(C(=O)O)=NOCCCCCC (2-(2,3-dihydro-1,4-oxathiin-6-yl)-2-n-hexyloxyiminoacetic acid). Solvent: C(C)(=O)OCC (ethyl acetate), CN(C=O)C (N,N-dimethylformamide), C(C)(=O)OCC (ethyl acetate), C(C)(=O)OCC (ethyl acetate). Product: O1CCSC=C1C(C(=O)NC1[C@@H]2N(C(=C(CS2)CSC=2SC=NN2)C(=O)O)C1=O)=NOCCCCCC (7-[2-(2,3-dihydro-1,4-oxathiin-6-yl)-2-n-hexyloxyiminoacetamido]-3-(1,3,4-thiadiazol-2-yl)thiomethyl-3-cephem-4-carboxylic acid). Yield: 77.6%. Reaction SMILES: P(Cl)(Cl)(Cl)=O.[O:6]1[C:11]([C:12](=[N:16][O:17][CH2:18][CH2:19][CH2:20][CH2:21][CH2:22][CH3:23])[C:13]([OH:15])=O)=[CH:10][S:9][CH2:8][CH2:7]1.[NH2:24][CH:25]1[C:42](=[O:43])[N:27]2[C:28]([C:39]([OH:41])=[O:40])=[C:29]([CH2:32][S:33][C:34]3[S:35][CH:36]=[N:37][N:38]=3)[CH2:30][S:31][C@H:26]12.C[Si](CC(N)=O)(C)C>C(OCC)(=O)C.CN(C)C=O>[O:6]1[C:11]([C:12](=[N:16][O:17][CH2:18][CH2:19][CH2:20][CH2:21][CH2:22][CH3:23])[C:13]([NH:24][CH:25]2[C:42](=[O:43])[N:27]3[C:28]([C:39]([OH:41])=[O:40])=[C:29]([CH2:32][S:33][C:34]4[S:35][CH:36]=[N:37][N:38]=4)[CH2:30][S:31][C@H:26]23)=[O:15])=[CH:10][S:9][CH2:8][CH2:7]1. Procedure details: Phosphoryl chloride (1.214 g.), N,N-dimethylformamide (0.579 g.) and ethyl acetate (3 ml.) were treated in a conventional manner to give a Vilmeier reagent. To the solution were added ethyl acetate (7 ml.) and 2-(2,3-dihydro-1,4-oxathiin-6-yl)-2-n-hexyloxyiminoacetic acid (syn isomer, 2.18 g.) and treated in a similar manner to that of Example 24 to give an activated acid solution. The solution was added to a solution of 7-amino-3-(1,3,4-thiadiazol-2-yl)thiomethyl-3-cephem-4-carboxylic acid (2.1... Reactants: N=1N=CN(C1)C=1C=C2C(=CNC2=CC1)CC1NC2CN(CC2C1)C(=O)OCC ((1RS,3RS,5RS)-3-[{5-(1,2,4-triazol-4-yl)-1H-indol-3-yl}methyl]-2,7-diazabicyclo[3.3.0]octane-7-carboxylic acid, ethyl ester), C(C)(=O)O (acetic acid), solution, C=O (formaldehyde), O (water), C(#N)[BH3-].[Na+] (sodium cyanoborohydride). Run in CO (methanol). Conditions: time 3.5 hour. The product is CN1C2CN(CC2CC1CC1=CNC2=CC=C(C=C12)N1C=NN=C1)C(=O)OCC ((1RS 3RS,5RS)-2-Methyl-3-[{5-(1,2,4-triazol-4-yl)-1H-indol-3-yl}methyl]-2,7-diazabicyclo[3.3.0]octane-7-carboxylic acid, ethyl ester). Yield: 86.0%. RXN SMILES: [N:1]1[N:2]=[CH:3][N:4]([C:6]2[CH:7]=[C:8]3[C:12](=[CH:13][CH:14]=2)[NH:11][CH:10]=[C:9]3[CH2:15][CH:16]2[CH2:23][CH:22]3[CH:18]([CH2:19][N:20]([C:24]([O:26][CH2:27][CH3:28])=[O:25])[CH2:21]3)[NH:17]2)[CH:5]=1.[C:29](O)(=O)C.C=O.O.C([BH3-])#N.[Na+]>CO>[CH3:29][N:17]1[CH:16]([CH2:15][C:9]2[C:8]3[C:12](=[CH:13][CH:14]=[C:6]([N:4]4[CH:3]=[N:2][N:1]=[CH:5]4)[CH:7]=3)[NH:11][CH:10]=2)[CH2:23][CH:22]2[CH:18]1[CH2:19][N:20]([C:24]([O:26][CH2:27][CH3:28])=[O:25])[CH2:21]2 |f:4.5|. Procedure: To a stirred solution of (1RS,3RS,5RS)-3-[{5-(1,2,4-triazol-4-yl)-1H-indol-3-yl}methyl]-2,7-diazabicyclo[3.3.0]octane-7-carboxylic acid, ethyl ester (1.6514 g, 4.34 mmol) in methanol (70 mL) was added glacial acetic acid (0.99 mL, 17.3 mmol), 37% solution of formaldehyde in water (0.423 mL, 5.64 mmol) and sodium cyanoborohydride (0.3309 g, 5.27 mmol). The mixture was stirred at room temperature under argon for 3.5 h before quenching with saturated K2CO3 solution (200 mL) and extracting with EtOA... Reactants: C(C(=O)Cl)(=O)Cl (Oxalyl chloride), CN(C=O)C (N,N-dimethylformamide), BrC1=C(C=CC=C1C(F)(F)F)CCC(=O)O (3-(2-bromo-3-trifluoromethyl-phenyl)-propionic acid). The solvent is ClCCl (dichloromethane). The product is BrC1=C2CCC(C2=CC=C1C(F)(F)F)=O (4-bromo-5-trifluoromethyl-indan-1-one). RXN SMILES: C(Cl)(=O)C(Cl)=O.CN(C)C=O.[Br:12][C:13]1[C:18]([C:19]([F:22])([F:21])[F:20])=[CH:17][CH:16]=[CH:15][C:14]=1[CH2:23][CH2:24][C:25]([OH:27])=O>ClCCl>[Br:12][C:13]1[C:18]([C:19]([F:20])([F:21])[F:22])=[CH:17][CH:16]=[C:15]2[C:14]=1[CH2:23][CH2:24][C:25]2=[O:27]. Procedure details: Oxalyl chloride (6.8 mL) and N,N-dimethylformamide (0.1 mL) are added to a solution of 3-(2-bromo-3-trifluoromethyl-phenyl)-propionic acid (15.7 g) in dichloromethane (150 mL) at room temperature. The solution is stirred at reflux temperature for 2 h and then concentrated. Trifluoromethane-sulfonic acid (60 ml) is added to the residue, and the resulting mixture is stirred at 55° C. for 4 h. After cooling to room temperature, the mixture is poured into ice-cold water, and the resulting mixture is... The reactants are SC(C)O (mercaptoethanol), NC1=NC=C(N=C1)Br (2-amino-5-bromopyrazine), CN(C=O)C (N,N-dimethylformamide). Reagents/catalysts: C=1C=CC(=CC1)[P](C=2C=CC=CC2)(C=3C=CC=CC3)[Pd]([P](C=4C=CC=CC4)(C=5C=CC=CC5)C=6C=CC=CC6)([P](C=7C=CC=CC7)(C=8C=CC=CC8)C=9C=CC=CC9)[P](C=1C=CC=CC1)(C=1C=CC=CC1)C=1C=CC=CC1 (tetrakis(triphenylphosphine)palladium). Solvent: O (water). Conditions: temperature 120 celsius, time 3 hour. Product: NC=1N=CC(=NC1)SCCO (2-(5-Aminopyrazin-2-ylthio)ethanol). The yield is 44.0%. As a reaction SMILES: [SH:1][CH:2](O)C.[NH2:5][C:6]1[CH:11]=[N:10][C:9](Br)=[CH:8][N:7]=1.CN(C)[CH:15]=[O:16]>O.C1C=CC([P]([Pd]([P](C2C=CC=CC=2)(C2C=CC=CC=2)C2C=CC=CC=2)([P](C2C=CC=CC=2)(C2C=CC=CC=2)C2C=CC=CC=2)[P](C2C=CC=CC=2)(C2C=CC=CC=2)C2C=CC=CC=2)(C2C=CC=CC=2)C2C=CC=CC=2)=CC=1>[NH2:5][C:6]1[N:7]=[CH:8][C:9]([S:1][CH2:2][CH2:15][OH:16])=[N:10][CH:11]=1 |^1:22,24,43,62|. Procedure details: Based on the method described in WO2004/052869, mercaptoethanol (0.93 mL) and tetrakis(triphenylphosphine)palladium (3.39 g) were added to a solution of 1.00 g of 2-amino-5-bromopyrazine (5.75 mmol) in N,N-dimethylformamide (15.1 mL), and the resulting mixture was heated and stirred in a sealed tube for about 3 hours at 120° C. After cooling, the reaction mixture was diluted with water, and then extracted (100 mL×6) with a mixed liquid (methylene chloride:ethanol=5:1). The organic layer was drie...